The task is: describe an organic reaction: reactants, conditions, products, and yield. This data is from the Open Reaction Database (ORD), a public repository of structured organic reaction records. Reactants: Cl (HCl), CC1=C(SC2=C1N=C(N=C2N2CCOCC2)C=2C=NC(=NC2)N)CN2CCNCC2 (5-(7-methyl-4-morpholino-6-(piperazin-1-ylmethyl)thieno[3,2-d]pyrimidin-2-yl)pyrimidin-2-amine), CS(=O)(=O)CC(=O)O (2-(methylsulfonyl)acetic acid). Yields the product NC1=NC=C(C=N1)C=1N=C(C2=C(N1)C(=C(S2)CN2CCN(CC2)C(CS(=O)(=O)C)=O)C)N2CCOCC2 (1-(4-((2-(2-aminopyrimidin-5-yl)-7-methyl-4-morpholinothieno[3,2-d]pyrimidin-6-yl)methyl)piperazin-1-yl)-2-(methylsulfonyl)ethanone). Yield: 57.6%. As a reaction SMILES: Cl.[CH3:2][C:3]1[C:7]2[N:8]=[C:9]([C:18]3[CH:19]=[N:20][C:21]([NH2:24])=[N:22][CH:23]=3)[N:10]=[C:11]([N:12]3[CH2:17][CH2:16][O:15][CH2:14][CH2:13]3)[C:6]=2[S:5][C:4]=1[CH2:25][N:26]1[CH2:31][CH2:30][NH:29][CH2:28][CH2:27]1.[CH3:32][S:33]([CH2:36][C:37](O)=[O:38])(=[O:35])=[O:34]>>[NH2:24][C:21]1[N:20]=[CH:19][C:18]([C:9]2[N:10]=[C:11]([N:12]3[CH2:13][CH2:14][O:15][CH2:16][CH2:17]3)[C:6]3[S:5][C:4]([CH2:25][N:26]4[CH2:31][CH2:30][N:29]([C:37](=[O:38])[CH2:36][S:33]([CH3:32])(=[O:35])=[O:34])[CH2:28][CH2:27]4)=[C:3]([CH3:2])[C:7]=3[N:8]=2)=[CH:23][N:22]=1. Procedure: Crude HCl salt of 5-(7-methyl-4-morpholino-6-(piperazin-1-ylmethyl)thieno[3,2-d]pyrimidin-2-yl)pyrimidin-2-amine (74 mg) was reacted with 50 mg 2-(methylsulfonyl)acetic acid via General Procedure B to give 54.6 mg of 350 after reverse phase HPLC purification. MS (Q1) 547.2 (M)+. Starting materials: ClC1=C(C=C(C(=C1C)OCOC)C)O (2-chloro-4-methoxymethoxy-3,5-dimethylphenol), ClC=1C=CC(=C(C1)N(C(OC(C)(C)C)=O)C)[N+](=O)[O-] (t-butyl N-(5-chloro-2-nitrophenyl)-N-methylcarbamate), [H-].[Na+] (sodium hydride). Solvent: CN(C=O)C (N,N-dimethylformamide). Product: ClC1=C(OC=2C=CC(=C(C2)N(C(OC(C)(C)C)=O)C)[N+](=O)[O-])C=C(C(=C1C)OCOC)C (t-Butyl N-[5-(2-chloro-4-methoxymethoxy-3,5-dimethylphenoxy)-2-nitrophenyl]-N-methylcarbamate). Isolated yield 75.5%. As a reaction SMILES: [Cl:1][C:2]1[C:7]([CH3:8])=[C:6]([O:9][CH2:10][O:11][CH3:12])[C:5]([CH3:13])=[CH:4][C:3]=1[OH:14].Cl[C:16]1[CH:17]=[CH:18][C:19]([N+:31]([O-:33])=[O:32])=[C:20]([N:22]([CH3:30])[C:23](=[O:29])[O:24][C:25]([CH3:28])([CH3:27])[CH3:26])[CH:21]=1.[H-].[Na+]>CN(C)C=O>[Cl:1][C:2]1[C:7]([CH3:8])=[C:6]([O:9][CH2:10][O:11][CH3:12])[C:5]([CH3:13])=[CH:4][C:3]=1[O:14][C:16]1[CH:17]=[CH:18][C:19]([N+:31]([O-:33])=[O:32])=[C:20]([N:22]([CH3:30])[C:23](=[O:29])[O:24][C:25]([CH3:26])([CH3:27])[CH3:28])[CH:21]=1 |f:2.3|. Reported procedure: By using 5.65 g of 2-chloro-4-methoxymethoxy-3,5-dimethylphenol, 8.88 g of t-butyl N-(5-chloro-2-nitrophenyl)-N-methylcarbamate, 1.35 g of sodium hydride (55% by weight) and 100 ml of anhydrous N,N-dimethylformamide, reaction and purification were carried out in a similar manner to that described in Reference Example 6, whereby 9.19 g of the title compound were obtained. Starting materials: COc1c(N)ccc2c1CCCC(N1CCOCC1)C2, CS(=O)(=O)NC1CCCCC1Nc1nc(Cl)ncc1Cl. Product: COc1c(Nc2ncc(Cl)c(NC3CCCCC3NS(C)(=O)=O)n2)ccc2c1CCCC(N1CCOCC1)C2. As a reaction SMILES: [CH3:1][O:2][c:3]1[c:4]([NH2:20])[cH:5][cH:6][c:7]2[c:8]1[CH2:9][CH2:10][CH2:11][CH:12]([N:14]1[CH2:15][CH2:16][O:17][CH2:18][CH2:19]1)[CH2:13]2.[Cl:21][c:22]1[n:23][cH:24][c:25]([Cl:40])[c:26]([NH:28][CH:29]2[CH:30]([NH:35][S:36](=[O:37])(=[O:38])[CH3:39])[CH2:31][CH2:32][CH2:33][CH2:34]2)[n:27]1>>[CH3:1][O:2][c:3]1[c:4]([NH:20][c:22]2[n:23][cH:24][c:25]([Cl:40])[c:26]([NH:28][CH:29]3[CH:30]([NH:35][S:36](=[O:37])(=[O:38])[CH3:39])[CH2:31][CH2:32][CH2:33][CH2:34]3)[n:27]2)[cH:5][cH:6][c:7]2[c:8]1[CH2:9][CH2:10][CH2:11][CH:12]([N:14]1[CH2:15][CH2:16][O:17][CH2:18][CH2:19]1)[CH2:13]2. The reactants are 2,2'-dithiobis[benzoyl chloride], N[C@@H](CO)C1=CC=CC=C1 ((R)-2-amino-2-phenylethanol), CC(=O)OCC1=C2C=CC=CC2=C(C3=CC=CC=C31)COC(=O)C (acetic), crude product, CN(C(C)=O)[Si](C)(C)C (N-methyl-N-(trimethylsilyl)acetamide). Run in ClCCl (dichloromethane), ClCCl (dichloromethane). Conditions: time 2 hour. The product is OCC(C1=CC=CC=C1)NC(C1=CC=CC=C1)=O (N-(2-hydroxyl-1-phenylethyl) -benzamide). As a reaction SMILES: [NH2:1][C@H:2]([C:5]1[CH:10]=[CH:9][CH:8]=[CH:7][CH:6]=1)[CH2:3][OH:4].CN([Si](C)(C)C)C(=O)C.CC([O:23][CH2:24][C:25]1[C:38]2[C:33](=CC=CC=2)[C:32](COC(C)=O)=[C:31]2[C:26]=1C=CC=C2)=O>ClCCl>[OH:4][CH2:3][CH:2]([NH:1][C:24](=[O:23])[C:25]1[CH:38]=[CH:33][CH:32]=[CH:31][CH:26]=1)[C:5]1[CH:10]=[CH:9][CH:8]=[CH:7][CH:6]=1. Procedure details: A slurry of (R)-2-amino-2-phenylethanol (1.0 g, 7.4 mmol) in 50 mL dichloromethane was allowed to stir with N-methyl-N-(trimethylsilyl)acetamide (3.4 mL, 21.1 mmol) until a homogenous solution occured. The solution was cooled to 0° C. to 5° C. and a solution of 2,2'-dithiobis[benzoyl chloride] (1.0 g, 2.9 mmol) in 20 mL dichloromethane was added. The solution was stirred for 2 hours and 1 mL of 50% aqueous acetic was added causing the crude product to precipitate from solution. This solid was co... As a reaction SMILES: [CH3:34][C:35]([CH3:36])=[O:37].[Cl:1][C:2](=[O:3])[N:4]1[c:5]2[c:6]([cH:16][cH:17][cH:18][n:19]2)[NH:7][C:8](=[O:15])[c:9]2[c:10]1[cH:11][cH:12][cH:13][cH:14]2.[N:20]1([CH2:25][CH2:26][CH2:27][CH:28]2[CH2:29][NH:30][CH2:31][CH2:32][CH2:33]2)[CH2:21][CH2:22][CH2:23][CH2:24]1.[OH2:38].[OH2:39]>>[C:2](=[O:3])([N:4]1[c:5]2[c:6]([cH:16][cH:17][cH:18][n:19]2)[NH:7][C:8](=[O:15])[c:9]2[c:10]1[cH:11][cH:12][cH:13][cH:14]2)[N:30]1[CH2:29][CH:28]([CH2:27][CH2:26][CH2:25][N:20]2[CH2:21][CH2:22][CH2:23][CH2:24]2)[CH2:33][CH2:32][CH2:31]1.[ClH:1]. The product is O=C1Nc2cccnc2N(C(=O)N2CCCC(CCCN3CCCC3)C2)c2ccccc21, Cl. Starting materials: CC(C)=O, O=C1Nc2cccnc2N(C(=O)Cl)c2ccccc21, C1CNCC(CCCN2CCCC2)C1, O, O. Reactants: CCCCn1c(=O)c2ncn(C)c2c2ccccc21, O=[N+]([O-])O, O=S(=O)(O)O. The product is CCCCn1c(=O)c2ncn(C)c2c2cc([N+](=O)[O-])ccc21. Reaction SMILES: [CH2:1]([CH2:2][CH2:3][CH3:4])[n:5]1[c:6](=[O:19])[c:7]2[c:8]([c:9]3[cH:10][cH:11][cH:12][cH:13][c:14]13)[n:15]([CH3:18])[cH:16][n:17]2.[OH:20][N+:21]([O-:22])=[O:23].[S:24](=[O:25])(=[O:26])([OH:27])[OH:28]>>[CH2:1]([CH2:2][CH2:3][CH3:4])[n:5]1[c:6](=[O:19])[c:7]2[c:8]([c:9]3[cH:10][c:11]([N+:21](=[O:20])[O-:22])[cH:12][cH:13][c:14]13)[n:15]([CH3:18])[cH:16][n:17]2. Starting materials: O (water), [H-].[Na+] (sodium hydride), CC=1C=C(C=CC1CCCCN1N=NC=C1)O (3-methyl-4-(4-[1,2,3]triazol-1-yl-butyl)-phenol), ClCC=1C(=NC(=CC1)C1=CC=C(C=C1)F)C (3-chloromethyl-6-(4-fluoro-phenyl)-2-methyl-pyridine). Run in CN(C=O)C (N,N-dimethylformamide). Run at temperature 0 celsius, time 30 minute. The product is FC1=CC=C(C=C1)C1=CC=C(C(=N1)C)COC1=CC(=C(C=C1)CCCCN1N=NC=C1)C (6-(4-Fluoro-phenyl)-2-methyl-3-[3-Methyl-4-(4-[1,2,3]triazol-1-yl-butyl)-phenoxymethyl]-pyridine). The yield is 88.8%. As a reaction SMILES: [H-].[Na+].[CH3:3][C:4]1[CH:5]=[C:6]([OH:19])[CH:7]=[CH:8][C:9]=1[CH2:10][CH2:11][CH2:12][CH2:13][N:14]1[CH:18]=[CH:17][N:16]=[N:15]1.Cl[CH2:21][C:22]1[C:23]([CH3:35])=[N:24][C:25]([C:28]2[CH:33]=[CH:32][C:31]([F:34])=[CH:30][CH:29]=2)=[CH:26][CH:27]=1.O>CN(C)C=O>[F:34][C:31]1[CH:32]=[CH:33][C:28]([C:25]2[N:24]=[C:23]([CH3:35])[C:22]([CH2:21][O:19][C:6]3[CH:7]=[CH:8][C:9]([CH2:10][CH2:11][CH2:12][CH2:13][N:14]4[CH:18]=[CH:17][N:16]=[N:15]4)=[C:4]([CH3:3])[CH:5]=3)=[CH:27][CH:26]=2)=[CH:29][CH:30]=1 |f:0.1|. Reported procedure: 36 mg (0.89 mmol) of 60% sodium hydride were added to at 0° C. to a solution of 197 mg (0.85 mmol) 3-methyl-4-(4-[1,2,3]triazol-1-yl-butyl)-phenol in 8.0 ml N,N-dimethylformamide and stirred for 30 min. at 0° C. 200 mg (0.85 mmol) 3-chloromethyl-6-(4-fluoro-phenyl)-2-methyl-pyridine were given to the reaction mixture and stirring continued at room temperature (r.t.) overnight. After addition of 16 ml water the mixture was stirred for 1 h, the formed precipitate isolated by filtration, washed wit... Starting materials: I.CSC(NC1=C(C=CC=C1)N1CCOCC1)=N (2-methyl-1-(2-morpholinophenyl)-2-thiopseudourea hydroiodide), CNC (dimethylamine), solution. The solvent is C(C)O (ethanol), C(C)O (ethanol). Conditions: time 48 day. Product: CN(C(=NC1=C(C=CC=C1)N1CCOCC1)N)C (1,1-dimethyl-2-(2-morpholinophenyl)guanidine). As a reaction SMILES: I.CS[C:4](=[NH:18])[NH:5][C:6]1[CH:11]=[CH:10][CH:9]=[CH:8][C:7]=1[N:12]1[CH2:17][CH2:16][O:15][CH2:14][CH2:13]1.[CH3:19][NH:20][CH3:21]>C(O)C>[CH3:19][N:20]([CH3:21])[C:4]([NH2:18])=[N:5][C:6]1[CH:11]=[CH:10][CH:9]=[CH:8][C:7]=1[N:12]1[CH2:17][CH2:16][O:15][CH2:14][CH2:13]1 |f:0.1|. Procedure: A mixture of 2-methyl-1-(2-morpholinophenyl)-2-thiopseudourea hydroiodide (1 g), dimethylamine (1 ml of a 33% solution in ethanol) and ethanol (2 ml) was kept at ambient temperature for 48 days. The mixture was then cooled in an ice bath. The resulting solid was separated by filtration, treated with dilute aqueous sodium hydroxide solution (5 ml) and the resulting mixture extracted with dichloromethane (2×50 ml). The extract was washed with brine, dried and the solvent removed by evaporation to ... Reactants: CO, CCOc1nc2c(Cl)nc3ccccc3c2[nH]1, N. The product is CCOc1nc2c(N)nc3ccccc3c2[nH]1. RXN SMILES: [CH3:19][OH:20].[Cl:1][c:2]1[n:3][c:4]2[cH:5][cH:6][cH:7][cH:8][c:9]2[c:10]2[c:11]1[n:12][c:13]([O:15][CH2:16][CH3:17])[nH:14]2.[NH3:18]>>[c:2]1([NH2:18])[n:3][c:4]2[cH:5][cH:6][cH:7][cH:8][c:9]2[c:10]2[c:11]1[n:12][c:13]([O:15][CH2:16][CH3:17])[nH:14]2.